Dataset: the Open Reaction Database (ORD), a public repository of structured organic reaction records. Task: describe an organic reaction: reactants, conditions, products, and yield Starting materials: ClC1=NC2=CC=CC=C2C=C1 (2-chloroquinoline), [OH-].[Na+] (sodium hydroxide). The reagents and catalysts are [Pd] (palladium). Run in O (water), CO (methanol). Conditions: temperature 82.5 celsius, time 24 hour. Product: N1=C(C=CC2=CC=CC=C12)C1=NC2=CC=CC=C2C=C1 (2,2′-biquinoline). Isolated yield 43.4%. RXN SMILES: Cl[C:2]1[CH:11]=[CH:10][C:9]2[C:4](=[CH:5][CH:6]=[CH:7][CH:8]=2)[N:3]=1.[OH-].[Na+]>O.CO.[Pd]>[N:3]1[C:4]2[C:9](=[CH:8][CH:7]=[CH:6][CH:5]=2)[CH:10]=[CH:11][C:2]=1[C:2]1[CH:11]=[CH:10][C:9]2[C:4](=[CH:5][CH:6]=[CH:7][CH:8]=2)[N:3]=1 |f:1.2|. Procedure details: 5.00 g of 2-chloroquinoline and 1.80 g of sodium hydroxide are dissolved in a mixture of 20 ml of water and 16 ml of methanol. Following the addition of 1.5 g of palladium (10% by weight on activated carbon) as catalyst, the mixture is stirred for 24 h at 80-85° C. at 0.1 MPa. Then, following cooling, the catalyst and the precipitated product are filtered off. Extraction of the catalyst gives 1.7 g of 2,2′-biquinoline (43% yield). According to 1H NMR, the crude product has a purity of about 98%....